Task: describe an organic reaction: reactants, conditions, products, and yield. Dataset: the Open Reaction Database (ORD), a public repository of structured organic reaction records The yield is 97.9%. Product: OC1=CC=C(C=C1)C1=CC=C(C=C1)C(=O)N(C)CC=1C=C(C=CC1)C1=CC=C(C=C1)CC1C(NC(S1)=O)=O (4′-hydroxy-N-[4′-(2,4-dioxothiazolidin-5-ylmethyl)biphenyl-3-ylmethyl]-N-methylbiphenyl-4-carboxamide). Run in CO (methanol). Reported procedure: 1.6 g of 4′-(2-methoxyethoxymethoxy)-N-[4′-(2,4-dioxothiazolidin-5-ylmethyl)biphenyl-3-ylmethyl]-N-methylbiphenyl-4-carboxamide, 100 ml of methanol and 1 ml of 98% sulphuric acid are introduced, in order, into a 250 ml three-necked flask. The mixture is stirred at room temperature for 18 hours. The reaction medium is concentrated. It is taken up in ethyl acetate and it is washed twice with water. The organic phase is dried over magnesium sulphate. After filtration and evaporation, the product ob... The reactants are COCCOCOC1=CC=C(C=C1)C1=CC=C(C=C1)C(=O)N(C)CC=1C=C(C=CC1)C1=CC=C(C=C1)CC1C(NC(S1)=O)=O (4′-(2-methoxyethoxymethoxy)-N-[4′-(2,4-dioxothiazolidin-5-ylmethyl)biphenyl-3-ylmethyl]-N-methylbiphenyl-4-carboxamide), S(O)(O)(=O)=O (sulphuric acid). Reaction SMILES: COCCOC[O:7][C:8]1[CH:13]=[CH:12][C:11]([C:14]2[CH:19]=[CH:18][C:17]([C:20]([N:22]([CH2:24][C:25]3[CH:26]=[C:27]([C:31]4[CH:36]=[CH:35][C:34]([CH2:37][CH:38]5[S:42][C:41](=[O:43])[NH:40][C:39]5=[O:44])=[CH:33][CH:32]=4)[CH:28]=[CH:29][CH:30]=3)[CH3:23])=[O:21])=[CH:16][CH:15]=2)=[CH:10][CH:9]=1.S(=O)(=O)(O)O>CO>[OH:7][C:8]1[CH:13]=[CH:12][C:11]([C:14]2[CH:19]=[CH:18][C:17]([C:20]([N:22]([CH2:24][C:25]3[CH:26]=[C:27]([C:31]4[CH:36]=[CH:35][C:34]([CH2:37][CH:38]5[S:42][C:41](=[O:43])[NH:40][C:39]5=[O:44])=[CH:33][CH:32]=4)[CH:28]=[CH:29][CH:30]=3)[CH3:23])=[O:21])=[CH:16][CH:15]=2)=[CH:10][CH:9]=1. Conditions: time 18 hour.